This data is from the Open Reaction Database (ORD), a public repository of structured organic reaction records. The task is: describe an organic reaction: reactants, conditions, products, and yield The reactants are FC(S(=O)(=O)OC1=C(C=C(C=C1)C1=NOC(C1)(C(F)(F)F)C1=CC(=CC(=C1)Cl)Cl)OC)(F)F (4-[5-(3,5-dichlorophenyl)-5-trifluoromethyl-4,5-dihydroisoxazol-3-yl]-2-methoxyphenyl trifluoromethane sulfonate), C(C)(=O)[O-].[Na+] (sodium acetate), C(C)O (ethanol), [C]=O (carbon monoxide). The reagents and catalysts are C1(=CC=CC=C1)P([C-]1C=CC=C1)C1=CC=CC=C1.[C-]1(C=CC=C1)P(C1=CC=CC=C1)C1=CC=CC=C1.[Fe+2] (1,1′-bis(diphenylphosphino) ferrocene), C(C)(=O)[O-].[Pd+2].C(C)(=O)[O-] (palladium (II) acetate). The solvent is ice water. Yields the product C(C)OC(C1=C(C=C(C=C1)C1=NOC(C1)(C(F)(F)F)C1=CC(=CC(=C1)Cl)Cl)OC)=O (4-[5-(3,5-dichlorophenyl)-5-trifluoromethyl-4,5-dihydroisoxazol-3-yl]-2-methoxybenzoic acid ethyl ester). Reaction SMILES: FC(F)(F)S(O[C:7]1[CH:12]=[CH:11][C:10]([C:13]2[CH2:17][C:16]([C:22]3[CH:27]=[C:26]([Cl:28])[CH:25]=[C:24]([Cl:29])[CH:23]=3)([C:18]([F:21])([F:20])[F:19])[O:15][N:14]=2)=[CH:9][C:8]=1[O:30][CH3:31])(=O)=O.[C:34]([O-:37])(=[O:36])C.[Na+].[C]=O.[CH2:41](O)[CH3:42]>C1(P(C2C=CC=CC=2)[C-]2C=CC=C2)C=CC=CC=1.[C-]1(P(C2C=CC=CC=2)C2C=CC=CC=2)C=CC=C1.[Fe+2].C([O-])(=O)C.[Pd+2].C([O-])(=O)C>[CH2:41]([O:37][C:34](=[O:36])[C:7]1[CH:12]=[CH:11][C:10]([C:13]2[CH2:17][C:16]([C:22]3[CH:27]=[C:26]([Cl:28])[CH:25]=[C:24]([Cl:29])[CH:23]=3)([C:18]([F:19])([F:20])[F:21])[O:15][N:14]=2)=[CH:9][C:8]=1[O:30][CH3:31])[CH3:42] |f:1.2,5.6.7,8.9.10,^3:38|. Procedure details: In a solution of 1.50 g of 4-[5-(3,5-dichlorophenyl)-5-trifluoromethyl-4,5-dihydroisoxazol-3-yl]-2-methoxyphenyl trifluoromethane sulfonate in 25 ml of ethanol in an autoclave, 0.27 g of sodium acetate, 31.0 mg of 1,1′-bis(diphenylphosphino) ferrocene and 7.0 mg of palladium (II) acetate were added, and stirred under 0.96 MPa carbon monoxide atmosphere at 100° C. for 2 hours. After the completion of the reaction, the reaction mixture was left and cooled to room temperature, and the reaction mixt... Reactants: CC(C)CC=C1CCC2(CC1)SCC(=O)N2CCC(=O)O, CC(C)(C)[O-], CCOC(C)=O, O=Cc1ccccc1, Cl, [K+], C1CCOC1, O. Yields the product CC(C)CC=C1CCC2(CC1)SC(=Cc1ccccc1)C(=O)N2CCC(=O)O. RXN SMILES: [CH3:1][CH:2]([CH2:3][CH:4]=[C:5]1[CH2:6][CH2:7][C:8]2([N:9]([CH2:14][CH2:15][C:16](=[O:17])[OH:18])[C:10](=[O:13])[CH2:11][S:12]2)[CH2:19][CH2:20]1)[CH3:21].[CH3:30][C:31]([CH3:32])([O-:33])[CH3:34].[CH3:42][CH2:43][O:44][C:45](=[O:46])[CH3:47].[CH:22](=[O:23])[c:24]1[cH:25][cH:26][cH:27][cH:28][cH:29]1.[ClH:36].[K+:35].[O:37]1[CH2:38][CH2:39][CH2:40][CH2:41]1.[OH2:48]>>[CH3:1][CH:2]([CH2:3][CH:4]=[C:5]1[CH2:6][CH2:7][C:8]2([N:9]([CH2:14][CH2:15][C:16](=[O:17])[OH:18])[C:10](=[O:13])[C:11](=[CH:22][c:24]3[cH:25][cH:26][cH:27][cH:28][cH:29]3)[S:12]2)[CH2:19][CH2:20]1)[CH3:21]. Starting materials: ClCCl, CS(C)=O, NCCCc1ccc(C(N)=O)s1, O, c1ccc(C2CO2)cc1. Yields the product NC(=O)c1ccc(CCCNCC(O)c2ccccc2)s1. Reaction SMILES: [CH2:27]([Cl:28])[Cl:29].[CH3:22][S:23](=[O:24])[CH3:25].[NH2:1][CH2:2][CH2:3][CH2:4][c:5]1[cH:6][cH:7][c:8]([C:10](=[O:11])[NH2:12])[s:9]1.[OH2:26].[c:13]1([CH:19]2[CH2:20][O:21]2)[cH:14][cH:15][cH:16][cH:17][cH:18]1>>[NH:1]([CH2:2][CH2:3][CH2:4][c:5]1[cH:6][cH:7][c:8]([C:10](=[O:11])[NH2:12])[s:9]1)[CH2:20][CH:19]([c:13]1[cH:14][cH:15][cH:16][cH:17][cH:18]1)[OH:21].